From a dataset of the Open Reaction Database (ORD), a public repository of structured organic reaction records. describe an organic reaction: reactants, conditions, products, and yield Reactants: COc1ccc(Cn2ncc3c(O)ccnc32)cc1, O=C1CCC(=O)N1Cl, CN(C)C=O, O. The product is COc1ccc(Cn2ncc3c(O)c(Cl)cnc32)cc1. As a reaction SMILES: [CH3:9][O:10][c:11]1[cH:12][cH:13][c:14]([CH2:15][n:16]2[n:17][cH:18][c:19]3[c:20]2[n:21][cH:22][cH:23][c:24]3[OH:25])[cH:26][cH:27]1.[Cl:1][N:2]1[C:3](=[O:4])[CH2:5][CH2:6][C:7]1=[O:8].[O:29]=[CH:30][N:31]([CH3:32])[CH3:33].[OH2:28]>>[Cl:1][c:23]1[cH:22][n:21][c:20]2[n:16]([CH2:15][c:14]3[cH:13][cH:12][c:11]([O:10][CH3:9])[cH:27][cH:26]3)[n:17][cH:18][c:19]2[c:24]1[OH:25]. Reactants: C1CCOC1, CC(C)C[AlH]CC(C)C, COC(=O)c1ccc(-c2c(Cl)sc3[nH]c(=O)c(C#N)c(O)c23)cc1. Product: N#Cc1c(O)c2c(-c3ccc(CO)cc3)c(Cl)sc2[nH]c1=O. RXN SMILES: [CH2:34]1[O:35][CH2:36][CH2:37][CH2:38]1.[CH3:1][CH:2]([CH2:3][AlH:4][CH2:5][CH:6]([CH3:7])[CH3:8])[CH3:9].[Cl:10][c:11]1[c:12](-[c:24]2[cH:25][cH:26][c:27]([C:28](=[O:29])[O:30][CH3:31])[cH:32][cH:33]2)[c:13]2[c:14]([nH:15][c:16](=[O:22])[c:17]([C:20]#[N:21])[c:18]2[OH:19])[s:23]1>>[Cl:10][c:11]1[c:12](-[c:24]2[cH:25][cH:26][c:27]([CH2:28][OH:29])[cH:32][cH:33]2)[c:13]2[c:14]([nH:15][c:16](=[O:22])[c:17]([C:20]#[N:21])[c:18]2[OH:19])[s:23]1.